From a dataset of the Open Reaction Database (ORD), a public repository of structured organic reaction records. describe an organic reaction: reactants, conditions, products, and yield Reactants: CCC12CCC3C4=C(CCC3C1CCC2O)CC(=O)CC4, CO, Cl. Yields the product CCC12CCC3C4CCC(=O)C=C4CCC3C1CCC2O. RXN SMILES: [CH2:1]([CH3:2])[C:3]12[CH:4]([OH:21])[CH2:5][CH2:6][CH:7]1[CH:8]1[CH:9]([CH2:10][CH2:11]2)[C:12]2=[C:17]([CH2:16][C:15](=[O:20])[CH2:14][CH2:13]2)[CH2:18][CH2:19]1.[CH3:23][OH:24].[ClH:22]>>[CH2:1]([CH3:2])[C:3]12[CH:4]([OH:21])[CH2:5][CH2:6][CH:7]1[CH:8]1[CH:9]([CH2:10][CH2:11]2)[CH:12]2[CH2:13][CH2:14][C:15](=[O:20])[CH:16]=[C:17]2[CH2:18][CH2:19]1. The reactants are CC(C)(C)OC(=O)NC1=C(C=C(C=C1)C=1SC=CC1)NC(=O)C1=CC=C(C=C1)CNCP(OCC)(OCC)=O (diethyl [({[4-({[2-({[(1,1-dimethylethyl)oxy]carbonyl}amino)-5-(2-thienyl)phenyl]amino}carbonyl)phenyl]methyl}amino)methyl]phosphonate), C(=O)(C(F)(F)F)O (TFA). Run in C(Cl)Cl (DCM). Run at time 4 hour. Yields the product NC1=C(C=C(C=C1)C=1SC=CC1)NC(=O)C1=CC=C(C=C1)CNCP(OCC)(OCC)=O (diethyl [({[4-({[2-amino-5-(2-thienyl)phenyl]amino) carbonyl}phenyl]methyl}amino)methyl]phosphonate). RXN SMILES: CC(OC([NH:8][C:9]1[CH:14]=[CH:13][C:12]([C:15]2[S:16][CH:17]=[CH:18][CH:19]=2)=[CH:11][C:10]=1[NH:20][C:21]([C:23]1[CH:28]=[CH:27][C:26]([CH2:29][NH:30][CH2:31][P:32](=[O:39])([O:36][CH2:37][CH3:38])[O:33][CH2:34][CH3:35])=[CH:25][CH:24]=1)=[O:22])=O)(C)C.C(O)(C(F)(F)F)=O>C(Cl)Cl>[NH2:8][C:9]1[CH:14]=[CH:13][C:12]([C:15]2[S:16][CH:17]=[CH:18][CH:19]=2)=[CH:11][C:10]=1[NH:20][C:21]([C:23]1[CH:28]=[CH:27][C:26]([CH2:29][NH:30][CH2:31][P:32](=[O:39])([O:36][CH2:37][CH3:38])[O:33][CH2:34][CH3:35])=[CH:25][CH:24]=1)=[O:22]. Reported procedure: diethyl [({[4-({[2-({[(1,1-dimethylethyl)oxy]carbonyl}amino)-5-(2-thienyl)phenyl]amino}carbonyl)phenyl]methyl}amino)methyl]phosphonate (360 mg, 0.628 mmol) was taken up in DCM (6 mL)/TFA (2 mL). After 4 hours at room temperature, the solvent was removed in vacuo, saturated NaHCO3 was added and the products extracted into EtOAc (×2). The combined organic extracts were washed with brine, dried over Na2SO4 and concentrated in vacuo to give diethyl [({[4-({[2-amino-5-(2-thienyl)phenyl]amino) carbony... Starting materials: [Al+3], COC(=O)c1ccc2ncc(Br)cc2c1, C1CCOC1, [H-], [H-], [H-], [H-], [Li+], [Na+], [OH-], O. The product is OCc1ccc2ncc(Br)cc2c1. RXN SMILES: [Al+3:17].[Br:1][c:2]1[cH:3][n:4][c:5]2[cH:6][cH:7][c:8]([C:12](=[O:13])[O:14][CH3:15])[cH:9][c:10]2[cH:11]1.[CH2:25]1[O:26][CH2:27][CH2:28][CH2:29]1.[H-:16].[H-:19].[H-:20].[H-:21].[Li+:18].[Na+:24].[OH-:23].[OH2:22]>>[Br:1][c:2]1[cH:3][n:4][c:5]2[cH:6][cH:7][c:8]([CH2:12][OH:13])[cH:9][c:10]2[cH:11]1. Starting materials: O=C([O-])[O-], CI, CC#N, CCOC(C)=O, CC(C)O, Cl, [Cs+], [Cs+], CCCS(=O)(=O)N(C)CCCc1ccc2c(c1)C(Cc1cccc(F)c1)C(NC(=O)OC(C)(C)C)CC2. The product is Cl, CCCS(=O)(=O)N(C)CCCc1ccc2c(c1)C(Cc1cccc(F)c1)C(N)CC2. RXN SMILES: [C:3](=[O:4])([O-:5])[O-:6].[CH3:1][I:2].[CH3:47][C:48]#[N:49].[CH3:50][CH2:51][O:52][C:53](=[O:54])[CH3:55].[CH:56]([OH:57])([CH3:58])[CH3:59].[ClH:46].[Cs+:7].[Cs+:8].[F:9][c:10]1[cH:11][c:12]([CH2:13][CH:14]2[CH:15]([NH:35][C:36](=[O:37])[O:38][C:39]([CH3:40])([CH3:41])[CH3:42])[CH2:16][CH2:17][c:18]3[cH:19][cH:20][c:21]([CH2:24][CH2:25][CH2:26][N:27]([S:28](=[O:29])(=[O:30])[CH2:31][CH2:32][CH3:33])[CH3:34])[cH:22][c:23]32)[cH:43][cH:44][cH:45]1>>[ClH:46].[F:9][c:10]1[cH:11][c:12]([CH2:13][CH:14]2[CH:15]([NH2:35])[CH2:16][CH2:17][c:18]3[cH:19][cH:20][c:21]([CH2:24][CH2:25][CH2:26][N:27]([S:28](=[O:29])(=[O:30])[CH2:31][CH2:32][CH3:33])[CH3:34])[cH:22][c:23]32)[cH:43][cH:44][cH:45]1. Starting materials: Cl (HCl), COCC1(CCCC1)NC(OC(C)(C)C)=O (tert-butyl 1-(methoxymethyl)cyclopentylcarbamate). The product is COCC1(CCCC1)N (1-(methoxymethyl)cyclopentanamine). RXN SMILES: Cl.[CH3:2][O:3][CH2:4][C:5]1([NH:10]C(=O)OC(C)(C)C)[CH2:9][CH2:8][CH2:7][CH2:6]1>>[CH3:2][O:3][CH2:4][C:5]1([NH2:10])[CH2:9][CH2:8][CH2:7][CH2:6]1. Procedure details: This compound was prepared as HCl salt by using procedures analogous to those described for the synthesis of Example 55, Step 2 starting from tert-butyl 1-(methoxymethyl)cyclopentylcarbamate. Analytic LCMS (M+H)+: m/z=144.1. Starting materials: CSC(C#N)c1cccc(C(=O)c2ccccc2)c1N, C1CCOC1. The product is N#CCc1cccc(C(=O)c2ccccc2)c1N. RXN SMILES: [NH2:1][c:2]1[c:3]([CH:16]([C:17]#[N:18])[S:19][CH3:20])[cH:4][cH:5][cH:6][c:7]1[C:8]([c:9]1[cH:10][cH:11][cH:12][cH:13][cH:14]1)=[O:15].[O:21]1[CH2:22][CH2:23][CH2:24][CH2:25]1>>[NH2:1][c:2]1[c:3]([CH2:16][C:17]#[N:18])[cH:4][cH:5][cH:6][c:7]1[C:8]([c:9]1[cH:10][cH:11][cH:12][cH:13][cH:14]1)=[O:15]. As a reaction SMILES: [CH2:50]([Cl:51])[Cl:52].[CH3:1][C:2]1=[C:3]([C:19](=[O:20])[OH:21])[CH:4]([c:9]2[cH:10][cH:11][c:12]([C:15]([F:16])([F:17])[F:18])[cH:13][cH:14]2)[NH:5][C:6](=[O:8])[NH:7]1.[CH:41]([N:42]([CH:43]([CH3:44])[CH3:45])[CH2:46][CH3:47])([CH3:48])[CH3:49].[F:22][c:23]1[cH:24][c:25]([NH:30][c:31]2[n:32][nH:33][c:34]3[cH:35][cH:36][c:37]([NH2:40])[cH:38][c:39]23)[cH:26][c:27]([F:29])[cH:28]1>>[CH3:1][C:2]1=[C:3]([C:19](=[O:21])[NH:40][c:37]2[cH:36][cH:35][c:34]3[nH:33][n:32][c:31]([NH:30][c:25]4[cH:24][c:23]([F:22])[cH:28][c:27]([F:29])[cH:26]4)[c:39]3[cH:38]2)[CH:4]([c:9]2[cH:10][cH:11][c:12]([C:15]([F:16])([F:17])[F:18])[cH:13][cH:14]2)[NH:5][C:6](=[O:8])[NH:7]1. Yields the product CC1=C(C(=O)Nc2ccc3[nH]nc(Nc4cc(F)cc(F)c4)c3c2)C(c2ccc(C(F)(F)F)cc2)NC(=O)N1. Reactants: ClCCl, CC1=C(C(=O)O)C(c2ccc(C(F)(F)F)cc2)NC(=O)N1, CCN(C(C)C)C(C)C, Nc1ccc2[nH]nc(Nc3cc(F)cc(F)c3)c2c1.